From a dataset of the Open Reaction Database (ORD), a public repository of structured organic reaction records. describe an organic reaction: reactants, conditions, products, and yield The reactants are CSc1ncc2cc(-c3c(Cl)cccc3Cl)c(=O)n(C)c2n1, CN1CCN(CCCN)CC1. The product is CN1CCN(CCCNc2ncc3cc(-c4c(Cl)cccc4Cl)c(=O)n(C)c3n2)CC1. As a reaction SMILES: [Cl:1][c:2]1[c:3](-[c:9]2[cH:10][c:11]3[c:12]([n:13][c:14]([S:17][CH3:18])[n:15][cH:16]3)[n:19]([CH3:22])[c:20]2=[O:21])[c:4]([Cl:8])[cH:5][cH:6][cH:7]1.[NH2:23][CH2:24][CH2:25][CH2:26][N:27]1[CH2:28][CH2:29][N:30]([CH3:33])[CH2:31][CH2:32]1>>[Cl:1][c:2]1[c:3](-[c:9]2[cH:10][c:11]3[c:12]([n:13][c:14]([NH:23][CH2:24][CH2:25][CH2:26][N:27]4[CH2:28][CH2:29][N:30]([CH3:33])[CH2:31][CH2:32]4)[n:15][cH:16]3)[n:19]([CH3:22])[c:20]2=[O:21])[c:4]([Cl:8])[cH:5][cH:6][cH:7]1. Starting materials: Cl.Cl.C(C(=O)C1=CC=CC=C1)N1CCNCC1 (N-phenacyl piperazine dihydrochloride), ClC(C)C1=CC=C(C=C1)F (1-(1-chloroethyl)-4-fluorobenzene), C(=O)([O-])[O-].[K+].[K+] (K2CO3). The product is Cl.Cl.FC1=CC=C(C=C1)C(C)N1CCN(CC1)CC(=O)C1=CC=CC=C1 (N1-[1-(4-fluorophenyl)ethyl]-N4-phenacyl piperazine dihydrochloride). The yield is 62.6%. The solvent is CC(=O)C (acetone). Procedure details: A mixture of N-phenacyl piperazine dihydrochloride (1.39 g, 5 mmol), 1-(1-chloroethyl)-4-fluorobenzene (0.95 g, 6 mmol) and K2CO3 (2.42 g, 17.5 mmol) in 40 ml of acetone was treated according to general preparation 2 to give 1.25 g of compound (IV-24), yield 61%. M+ 326. As a reaction SMILES: [ClH:1].Cl.[CH2:3]([N:12]1[CH2:17][CH2:16][NH:15][CH2:14][CH2:13]1)[C:4]([C:6]1[CH:11]=[CH:10][CH:9]=[CH:8][CH:7]=1)=[O:5].[Cl:18][CH:19]([C:21]1[CH:26]=[CH:25][C:24]([F:27])=[CH:23][CH:22]=1)[CH3:20].C([O-])([O-])=O.[K+].[K+]>CC(C)=O>[ClH:18].[ClH:1].[F:27][C:24]1[CH:25]=[CH:26][C:21]([CH:19]([N:15]2[CH2:16][CH2:17][N:12]([CH2:3][C:4]([C:6]3[CH:7]=[CH:8][CH:9]=[CH:10][CH:11]=3)=[O:5])[CH2:13][CH2:14]2)[CH3:20])=[CH:22][CH:23]=1 |f:0.1.2,4.5.6,8.9.10|. Reactants: Brc1ccc(cn1)c2ccccc2, CN(C)c1ccc(cc1)B2OC(C)(C)C(C)(C)O2. The reagents and catalysts are CCN=P(N=P(N(C)C)(N(C)C)N(C)C)(N(C)C)N(C)C (P2-Et), CC(C)c1cc(C(C)C)c(-c2ccccc2[PH](C(C)(C)C)(C(C)(C)C)[Pd]2(OS(C)(=O)=O)Nc3ccccc3-c3ccccc32)c(C(C)C)c1 (tBuXphos G3). Solvent: CS(C)=O (DMSO), O (water), CS(C)=O (DMSO), CS(C)=O (DMSO), CS(C)=O (DMSO). Run at time 22 hour. Yields the product CN(C)c1ccc(cc1)c2ccc(cn2)c3ccccc3, Brc1ccc(cn1)c2ccccc2, c1ccc(-c2ccccc2)cc1. The reactants are CC(C)(C)OC(=O)N1CCC(=O)CC1, CC(=O)O[BH-](OC(C)=O)OC(C)=O, CC(=O)O, CC(Cl)Cl, Nc1ccccc1, [Na+], O. Yields the product CC(C)(C)OC(=O)N1CCC(Nc2ccccc2)CC1. Reaction SMILES: [C:1](=[O:2])([O:3][C:4]([CH3:5])([CH3:6])[CH3:7])[N:8]1[CH2:9][CH2:10][C:11](=[O:14])[CH2:12][CH2:13]1.[C:26]([O:27][BH-:28]([O:29][C:30](=[O:31])[CH3:32])[O:33][C:34](=[O:35])[CH3:36])(=[O:37])[CH3:38].[CH3:22][C:23](=[O:24])[OH:25].[Cl:40][CH:41]([Cl:42])[CH3:43].[NH2:15][c:16]1[cH:17][cH:18][cH:19][cH:20][cH:21]1.[Na+:39].[OH2:44]>>[C:1](=[O:2])([O:3][C:4]([CH3:5])([CH3:6])[CH3:7])[N:8]1[CH2:9][CH2:10][CH:11]([NH:15][c:16]2[cH:17][cH:18][cH:19][cH:20][cH:21]2)[CH2:12][CH2:13]1. Starting materials: Cl.CC1=C(C=NN1C1=NC=CC=N1)C(CCN1CCN(CC1)C1=CC(=CC=C1)Cl)=O (1-[5-methyl-1-(2-pyrimidinyl)-4-pyrazolyl]-3-[4-(3-chlorophenyl)-1-piperazinyl]-1-propanone hydrochloride), Cl (hydrochloric acid), B.[Na] (sodium boron hydride), B.[Na] (sodium boron hydride), O.C1(=CC=C(C=C1)S(=O)(=O)O)C (p-toluenesulfonic acid monohydrate). Solvent: O1CCCC1 (tetrahydrofuran), C(C)O (ethanol), O1CCCC1 (tetrahydrofuran). Reaction conditions: temperature 0 celsius, time 45 minute. Yields the product Cl.CC1=C(C=NN1C1=NC=CC=N1)\C=C\CN1CCN(CC1)C1=CC(=CC=C1)Cl (1-[5-Methyl-1-(2-pyrimidinyl)-4-pyrazolyl]-3-[4-(3-chlorophenyl)-1-piperazinyl]-1-trans-propene hydrochloride). The yield is 83.0%. As a reaction SMILES: Cl.[CH3:2][C:3]1[N:7]([C:8]2[N:13]=[CH:12][CH:11]=[CH:10][N:9]=2)[N:6]=[CH:5][C:4]=1[C:14](=O)[CH2:15][CH2:16][N:17]1[CH2:22][CH2:21][N:20]([C:23]2[CH:28]=[CH:27][CH:26]=[C:25]([Cl:29])[CH:24]=2)[CH2:19][CH2:18]1.B.[Na].Cl.O.C1(C)C=CC(S(O)(=O)=O)=CC=1>O1CCCC1.C(O)C>[ClH:29].[CH3:2][C:3]1[N:7]([C:8]2[N:9]=[CH:10][CH:11]=[CH:12][N:13]=2)[N:6]=[CH:5][C:4]=1/[CH:14]=[CH:15]/[CH2:16][N:17]1[CH2:18][CH2:19][N:20]([C:23]2[CH:28]=[CH:27][CH:26]=[C:25]([Cl:29])[CH:24]=2)[CH2:21][CH2:22]1 |f:0.1,2.3,5.6,9.10,^1:31|. Reported procedure: 10 g of 1-[5-methyl-1-(2-pyrimidinyl)-4-pyrazolyl]-3-[4-(3-chlorophenyl)-1-piperazinyl]-1-propanone hydrochloride was dissolved in a solvent mixture comprising 600 ml of tetrahydrofuran and 600 ml of ethanol. After cooling to 0° C., 2.5 g of sodium boron hydride was added thereto and the resulting mixture was stirred at the same temperature for 45 minutes. To the reaction mixture was further added 500 mg of sodium boron hydride followed by stirring for 1 hour. After adding 30 ml of 4N hydrochlor... The reactants are S1C(NCCC1)=S (tetrahydro-1,3-thiazin-2-thione), BrCCCCl (1-bromo-3-chloropropane). Run in C(C)O (ethanol). The product is [Br-].S1CCC[N+]2=C1SCCC2 (2,3,6,7-tetrahydro-(1,3)-thiazino-[2,3-b]-(1,3)-thiazinium bromide). Reaction SMILES: [S:1]1[CH2:6][CH2:5][CH2:4][NH:3][C:2]1=[S:7].[Br:8][CH2:9][CH2:10][CH2:11]Cl>C(O)C>[Br-:8].[S:1]1[C:2]2[S:7][CH2:9][CH2:10][CH2:11][N+:3]=2[CH2:4][CH2:5][CH2:6]1 |f:3.4|. Reported procedure: A mixture of 66.5 g. of tetrahydro-1,3-thiazin-2-thione and 83 g. of 1-bromo-3-chloropropane in 200 ml. of ethanol is refluxed for 24 hours. The solvent is removed under vacuum and the residue triturated with ether, then acetone. The product is recrystallized from ethanol yielding 2,3,6,7-tetrahydro-(1,3)-thiazino-[2,3-b]-(1,3)-thiazinium bromide. RXN SMILES: [C:17](=[O:18])([O-:19])[O-:20].[CH2:23]([CH3:24])[O:25][C:26]([CH:27]([CH:28]1[CH2:29][CH2:30][CH2:31][CH2:32][CH2:33]1)[Br:34])=[O:35].[CH3:36][N:37]([CH3:38])[CH:39]=[O:40].[Cl:1][c:2]1[cH:3][cH:4][c:5](-[c:8]2[nH:9][c:10]3[c:11]([n:12]2)[cH:13][cH:14][cH:15][cH:16]3)[cH:6][cH:7]1.[Cs+:21].[Cs+:22]>>[Cl:1][c:2]1[cH:3][cH:4][c:5](-[c:8]2[n:9][c:10]3[c:11]([n:12]2[CH:27]([C:26]([O:25][CH2:23][CH3:24])=[O:35])[CH:28]2[CH2:29][CH2:30][CH2:31][CH2:32][CH2:33]2)[cH:13][cH:14][cH:15][cH:16]3)[cH:6][cH:7]1. Yields the product CCOC(=O)C(C1CCCCC1)n1c(-c2ccc(Cl)cc2)nc2ccccc21. Reactants: O=C([O-])[O-], CCOC(=O)C(Br)C1CCCCC1, CN(C)C=O, Clc1ccc(-c2nc3ccccc3[nH]2)cc1, [Cs+], [Cs+]. The reactants are BrC=1C(C(=CC(C1)=O)OC)=O (2-bromo-6-methoxy-1,4-benzoquinone), [Si](C)(C)(C(C)(C)C)ON=C(C=C)C (1-(tert-butyldimethylsilyloxy)-2-methyl-1-aza-1,3-butadiene). Solvent: ClC1=CC=CC=C1 (chlorobenzene). Yields the product COC1=CC(C=2C=CC(=NC2C1=O)C)=O (7-Methoxy-2-methylquinoline-5,8-dione). Isolated yield 56.8%. Reaction SMILES: Br[C:2]1[C:3](=[O:11])[C:4]([O:9][CH3:10])=[CH:5][C:6](=[O:8])[CH:7]=1.[Si](O[N:20]=[C:21]([CH3:24])[CH:22]=[CH2:23])(C(C)(C)C)(C)C>ClC1C=CC=CC=1>[CH3:10][O:9][C:4]1[C:3](=[O:11])[C:2]2[N:20]=[C:21]([CH3:24])[CH:22]=[CH:23][C:7]=2[C:6](=[O:8])[CH:5]=1. Reported procedure: In a 50 mL round bottom flask 2-bromo-6-methoxy-1,4-benzoquinone (282 mg, 1.3 mmol) was dissolved in dry chlorobenzene (28 mL) along with 1-(tert-butyldimethylsilyloxy)-2-methyl-1-aza-1,3-butadiene (130 mg, 0.65 mmol). The solution was stirred and heated to reflux for 22 h under N2. The dark reaction was allowed to cool and was added to a silica gel column (2.5×9 cm). The column was eluted with EtOAc/hexane (5:1) then EtOAc and finally ethanol. The solvent was removed, benzene was added, and the... Reactants: Cl (HCl), COC([C@@H](CC1=CC=CC=C1)NC(=O)OCC=1C=CC2=C(N=C(O2)C2=CC=CC=C2)C1)=O ((R)-2-(2-Phenylbenzoxazol-5-ylmethoxycarbonylamino)-3-phenylpropionic acid methyl ester), O.[OH-].[Li+] (lithium hydroxide hydrate). The solvent is O1CCOCC1 (dioxane), O (water). Conditions: time 3 hour. Yields the product C1(=CC=CC=C1)C=1OC2=C(N1)C=C(C=C2)COC(=O)N[C@@H](C(=O)O)CC2=CC=CC=C2 ((R)-2-(2-Phenylbenzoxazol-5-ylmethoxycarbonylamino)-3-phenyl propionic acid). The yield is 66.0%. Reaction SMILES: C[O:2][C:3](=[O:32])[C@H:4]([NH:12][C:13]([O:15][CH2:16][C:17]1[CH:18]=[CH:19][C:20]2[O:24][C:23]([C:25]3[CH:30]=[CH:29][CH:28]=[CH:27][CH:26]=3)=[N:22][C:21]=2[CH:31]=1)=[O:14])[CH2:5][C:6]1[CH:11]=[CH:10][CH:9]=[CH:8][CH:7]=1.O.[OH-].[Li+].Cl>O1CCOCC1.O>[C:25]1([C:23]2[O:24][C:20]3[CH:19]=[CH:18][C:17]([CH2:16][O:15][C:13]([NH:12][C@H:4]([CH2:5][C:6]4[CH:7]=[CH:8][CH:9]=[CH:10][CH:11]=4)[C:3]([OH:32])=[O:2])=[O:14])=[CH:31][C:21]=3[N:22]=2)[CH:26]=[CH:27][CH:28]=[CH:29][CH:30]=1 |f:1.2.3|. Procedure details: A solution (R)-2-(2-phenylbenzoxazol-5-ylmethoxycarbonylamino)-3-phenylpropionic acid methyl ester 59 (374 mg, 0.8 mmol) in dioxane (8 ml) was treated with a solution of lithium hydroxide hydrate (55 mg, 1.3 mmol) in water (4 mL) under an atmosphere of N2 and stirred for 3 hrs at room temperature. The mixture was acidified with 1N HCl, then extracted with ethyl acetate (25 ml). The ethyl acetate extract was washed, and dried. Evaporation of the solvent afforded the product which was recrystalliz... The reactants are O1C(C(=O)O)C1C(=O)O.C(C)[K] (monoethyl potassium epoxysuccinate), C(C(=O)Cl)(=O)Cl (oxalyl chloride), C(C)NCC (diethylamine). The product is C(C)N(C(C1C(C(=O)OCC)O1)=O)CC (ethyl N,N-diethyl-2,3-epoxysuccinamate). Isolated yield 63.3%. As a reaction SMILES: [O:1]1[CH:6]([C:7]([OH:9])=[O:8])[CH:2]1[C:3]([OH:5])=O.[CH2:10]([K])[CH3:11].C(Cl)(=O)C(Cl)=O.[CH2:19]([NH:21][CH2:22][CH3:23])[CH3:20]>>[CH2:19]([N:21]([CH2:22][CH3:23])[C:3](=[O:5])[CH:2]1[O:1][CH:6]1[C:7]([O:9][CH2:10][CH3:11])=[O:8])[CH3:20] |f:0.1|. Procedure: Following the procedure of Example 34, monoethyl potassium epoxysuccinate (1.0 g) was successively treated with oxalyl chloride (0.75 g) and diethylamine (0.74 g) to give 0.68 g of ethyl N,N-diethyl-2,3-epoxysuccinamate (Compound No. 57) as colorless oil.